This data is from the Open Reaction Database (ORD), a public repository of structured organic reaction records. The task is: describe an organic reaction: reactants, conditions, products, and yield The reactants are O1C[C@@H](CC1)NC1=C2N=CN(C2=NC=N1)[C@H]1[C@@H]([C@@H]([C@H](O1)CNC(=O)NC)O)O (N-[(5-{6-[((3R)oxolan-3-yl)amino]purin-9-yl}(3S,2R,4R,5R)-3,4-dihydroxyoxolan-2-yl)methyl](methylamino)carboxamide), C(CC)N=C=O (propyl isocyanate), CN=C=O (methyl isocyanate). Yields the product O1C[C@@H](CC1)NC1=C2N=CN(C2=NC=N1)[C@H]1[C@@H]([C@@H]([C@H](O1)CNC(=O)NCCC)O)O (N-[(5-{6-[((3R)oxolan-3-yl)amino]purin-9-yl}(3S,2R,4R,5R)-3,4-dihydroxyoxolan-2-yl)methyl](propylamino)carboxamide). RXN SMILES: [O:1]1[CH2:5][CH2:4][C@@H:3]([NH:6][C:7]2[N:15]=[CH:14][N:13]=[C:12]3[C:8]=2[N:9]=[CH:10][N:11]3[C@@H:16]2[O:20][C@H:19]([CH2:21][NH:22][C:23]([NH:25][CH3:26])=[O:24])[C@@H:18]([OH:27])[C@H:17]2[OH:28])[CH2:2]1.[CH2:29](N=C=O)[CH2:30]C.CN=C=O>>[O:1]1[CH2:5][CH2:4][C@@H:3]([NH:6][C:7]2[N:15]=[CH:14][N:13]=[C:12]3[C:8]=2[N:9]=[CH:10][N:11]3[C@@H:16]2[O:20][C@H:19]([CH2:21][NH:22][C:23]([NH:25][CH2:26][CH2:29][CH3:30])=[O:24])[C@@H:18]([OH:27])[C@H:17]2[OH:28])[CH2:2]1. Procedure details: Compound 93 was prepared in the manner of compound 24 substituting propyl isocyanate for methyl isocyanate and refluxing for 16 h [MS 422.3 (M+1)]. The reactants are C(C)(=O)O (acetic acid), O1CC(C1)=O (3-oxetanone), amberlite resin, C(#N)[BH3-] (cyanoborohydride), N1CCC(CC1)C1=NN(C(=C1)NC=1N=CC2=C(N1)C(=C(S2)C(=O)N)C2=C(C=CC=C2)OC(F)(F)F)C(C)C (2-{[3-(piperidin-4-yl)-1-(propan-2-yl)-1H-pyrazol-5-yl]amino}-7-[2-(trifluoromethoxy)phenyl]thieno[3,2-d]pyrimidine-6-carboxamide), O1CC(C1)=O (3-oxetanone), same amberlite resin, C(#N)[BH3-] (cyanoborohydride), O1CC(C1)=O (3-oxetanone), amberlite resin, C(#N)[BH3-] (cyanoborohydride). The solvent is C1CCOC1 (THF). Run at time 4 hour. Product: O1CC(C1)N1CCC(CC1)C1=NN(C(=C1)NC=1N=CC2=C(N1)C(=C(S2)C(=O)N)C2=C(C=CC=C2)OC(F)(F)F)C(C)C (2-({3-[1-(oxetan-3-yl)piperidin-4-yl]-1-(propan-2-yl)-1H-pyrazol-5-yl}amino)-7-[2-(trifluoromethoxy)phenyl]thieno[3,2-d]pyrimidine-6-carboxamide). RXN SMILES: C(O)(=O)C.[O:5]1[CH2:8][C:7](=O)[CH2:6]1.C([BH3-])#N.[NH:13]1[CH2:18][CH2:17][CH:16]([C:19]2[CH:23]=[C:22]([NH:24][C:25]3[N:26]=[CH:27][C:28]4[S:33][C:32]([C:34]([NH2:36])=[O:35])=[C:31]([C:37]5[CH:42]=[CH:41][CH:40]=[CH:39][C:38]=5[O:43][C:44]([F:47])([F:46])[F:45])[C:29]=4[N:30]=3)[N:21]([CH:48]([CH3:50])[CH3:49])[N:20]=2)[CH2:15][CH2:14]1>C1COCC1>[O:5]1[CH2:6][CH:7]([N:13]2[CH2:14][CH2:15][CH:16]([C:19]3[CH:23]=[C:22]([NH:24][C:25]4[N:26]=[CH:27][C:28]5[S:33][C:32]([C:34]([NH2:36])=[O:35])=[C:31]([C:37]6[CH:42]=[CH:41][CH:40]=[CH:39][C:38]=6[O:43][C:44]([F:45])([F:46])[F:47])[C:29]=5[N:30]=4)[N:21]([CH:48]([CH3:50])[CH3:49])[N:20]=3)[CH2:17][CH2:18]2)[CH2:8]1. Procedure: 1 ml of acetic acid, 6 microliters of 3-oxetanone and 190 mg of amberlite resin IRA400 cyanoborohydride (Aldrich, loading 2×10−3 mol/g) are added, at ambient temperature, to a solution of 50 mg of 2-{[3-(piperidin-4-yl)-1-(propan-2-yl)-1H-pyrazol-5-yl]amino}-7-[2-(trifluoromethoxy)phenyl]thieno[3,2-d]pyrimidine-6-carboxamide in 3 ml of anhydrous THF, under an argon atmosphere. After stirring for 4 h at ambient temperature, 10 microliters of 3-oxetanone and 186 mg of the same amberlite resin IRA4... The reactants are CS(=O)C (DMSO), [I-].[Na+] (sodium iodide), N1CCOCC1 (morpholine), BrCC(=O)OCCOC(=O)C=1N(C=C(N1)NC(=O)NC1=C(C=C(C=C1)Cl)C)CC1=CC=C(C=C1)C(F)(F)F (2-[(2-Bromoacetyl)oxy]ethyl-4-({[(4-chloro-2-methylphenyl)amino]carbonyl}amino)-1-[4-(trifluoromethyl)benzyl]-1H-imidazole-2-carboxylate). Run in COCCOC (1,2-dimethoxyethane). The product is ClC1=CC(=C(C=C1)NC(=O)NC=1N=C(N(C1)CC1=CC=C(C=C1)C(F)(F)F)C(=O)OCCOC(CN1CCOCC1)=O)C (2-[(2-Morpholin-4-ylacetyl)oxy]ethyl 4-({[(4-chloro-2-methylphenyl)amino]carbonyl}-amino)-1-[4-(trifluoromethyl)benzyl]-1H-imidazole-2-carboxylate). As a reaction SMILES: Br[CH2:2][C:3]([O:5][CH2:6][CH2:7][O:8][C:9]([C:11]1[N:12]([CH2:28][C:29]2[CH:34]=[CH:33][C:32]([C:35]([F:38])([F:37])[F:36])=[CH:31][CH:30]=2)[CH:13]=[C:14]([NH:16][C:17]([NH:19][C:20]2[CH:25]=[CH:24][C:23]([Cl:26])=[CH:22][C:21]=2[CH3:27])=[O:18])[N:15]=1)=[O:10])=[O:4].[I-].[Na+].[NH:41]1[CH2:46][CH2:45][O:44][CH2:43][CH2:42]1.CS(C)=O>COCCOC>[Cl:26][C:23]1[CH:24]=[CH:25][C:20]([NH:19][C:17]([NH:16][C:14]2[N:15]=[C:11]([C:9]([O:8][CH2:7][CH2:6][O:5][C:3](=[O:4])[CH2:2][N:41]3[CH2:46][CH2:45][O:44][CH2:43][CH2:42]3)=[O:10])[N:12]([CH2:28][C:29]3[CH:34]=[CH:33][C:32]([C:35]([F:38])([F:37])[F:36])=[CH:31][CH:30]=3)[CH:13]=2)=[O:18])=[C:21]([CH3:27])[CH:22]=1 |f:1.2|. Procedure details: 61.8 mg (0.1 mmol) of 2-[(2-bromoacetyl)oxy]ethyl 4-({[(4-chloro-2-methylphenyl)amino]carbonyl}amino)-1-[4-(trifluoromethyl)benzyl]-1H-imidazole-2-carboxylate (Example 24A) are dissolved in 0.4 ml of 1,2-dimethoxyethane under argon, and 15 mg (0.1 mmol) of sodium iodide and 43.6 mg (0.5 mmol) of morpholine are added. The reaction mixture is heated under reflux for 2 h and then mixed with 0.3 ml of DMSO, filtered and purified by preparative HPLC (Method 9). Starting materials: C1(=CC=CC=C1)C#C (phenylacetylene), CON(C(C1=CC=CC=C1)=O)C (N-methoxy-N-methylbenzamide), C(C)(C)[N-]C(C)C.[Li+] (lithium diisopropylamide), solution, O1CCCC1 (tetrahydrofuran). Run in C1CCCCC1 (cyclohexane). Reaction conditions: time 30 minute. Product: C1(=CC=CC=C1)C(C#CC1=CC=CC=C1)=O (1-Phenyl-3-phenyl-2-propyne-1-one). Isolated yield 61.4%. Reaction SMILES: C([N-]C(C)C)(C)C.[Li+].O1CCCC1.[C:14]1([C:20]#[CH:21])[CH:19]=[CH:18][CH:17]=[CH:16][CH:15]=1.CON(C)[C:25](=[O:32])[C:26]1[CH:31]=[CH:30][CH:29]=[CH:28][CH:27]=1>C1CCCCC1>[C:26]1([C:25](=[O:32])[C:21]#[C:20][C:14]2[CH:19]=[CH:18][CH:17]=[CH:16][CH:15]=2)[CH:31]=[CH:30][CH:29]=[CH:28][CH:27]=1 |f:0.1|. Procedure details: Place lithium diisopropylamide (10 mL of a 1.5M solution in cyclohexane) and tetrahydrofuran (40 mL) under an argon atmosphere and cool to 0° C. Add, by dropwise addition, phenylacetylene (1.65 mL, 15 mmol). Remove the cooling bath and stir for 30 minutes as room temperature. Cool the yellow solution to 0° C. and add, by dropwise addition, N-methoxy-N-methylbenzamide (3.04 mL, 20 mmol). Remove the cooling bath and stir for 30 minutes at room temperature. Pour onto ethyl ether and water, separate... The reactants are CCO, Cc1cc([N+](=O)[O-])c(C)c(Cl)c1O. The product is Cc1cc(N)c(C)c(Cl)c1O. Reaction SMILES: [CH2:14]([OH:15])[CH3:16].[CH3:1][c:2]1[c:3]([OH:13])[c:4]([Cl:12])[c:5]([CH3:11])[c:6]([N+:8]([O-:9])=[O:10])[cH:7]1>>[CH3:1][c:2]1[c:3]([OH:13])[c:4]([Cl:12])[c:5]([CH3:11])[c:6]([NH2:8])[cH:7]1. The reactants are C(C=C)O (Allyl alcohol), C(=C)OCC (ethyl vinyl ether), CC1(C2CCC1(C(=O)C2)CS(=O)(=O)O)C (dl-Camphorsulfonic acid). Run at time 3 hour. The product is C(C)OC(C)OCC=C (3-[1-(Ethoxy)ethoxy]-1-propene). Reaction SMILES: [CH2:1]([OH:4])[CH:2]=[CH2:3].[CH:5]([O:7][CH2:8][CH3:9])=[CH2:6].CC1(C)C2(CS(O)(=O)=O)C(CC1CC2)=O>>[CH2:5]([O:7][CH:8]([O:4][CH2:1][CH:2]=[CH2:3])[CH3:9])[CH3:6]. Procedure details: Allyl alcohol (46.8 ml. 40 g., 0.69 mol) and ethyl vinyl ether (98.8 ml., 74.5 g., 1.033 mols) were stirred together at -12°. dl-Camphorsulfonic acid (150 mg.) was added acid and stirring continued for 3 hours at that temperature. The mixture was then washed 1×100 ml. saturated NaHCO3, 1×100 ml. brine, dried and stripped to yield title product as an oil (100 ml., essentially quantitative yield). 1H-nmr: 1.14 (t, 3H), 1.29 (d, 3H), 3.56 (dp, 2H), 4.06 (m, 2H), 4.75 (q, 1H), 5.26 (m, 2H), 5.99 (m,... Starting materials: CS(=O)(=O)Nc1cc(C#N)ccn1, CO, Cl. The product is CS(=O)(=O)Nc1cc(CN)ccn1. RXN SMILES: [C:1](#[N:2])[c:3]1[cH:4][c:5]([NH:9][S:10](=[O:11])(=[O:12])[CH3:13])[n:6][cH:7][cH:8]1.[CH3:15][OH:16].[ClH:14]>>[CH2:1]([NH2:2])[c:3]1[cH:4][c:5]([NH:9][S:10](=[O:11])(=[O:12])[CH3:13])[n:6][cH:7][cH:8]1.